The task is: describe an organic reaction: reactants, conditions, products, and yield. This data is from the Open Reaction Database (ORD), a public repository of structured organic reaction records. Starting materials: N1C(CSCC1)=O (3-thiomorpholinone), lactam ether, lactam ether, Br.BrCCN (2-bromo-ethylamine hydrobromide), F[B-](F)(F)F.C(C)[O+](CC)CC (triethyloxonium fluoroborate), C(=O)([O-])[O-].[K+].[K+] (K2CO3). The solvent is C(Cl)Cl (CH2Cl2), C(Cl)Cl (CH2Cl2), C(C)O (ethanol). Reaction conditions: time 6 hour. The product is N=1CCN2C1CSCC2 (2,3,5,6-tetrahydro-8H-imidazo[2,1-c] [1,4] thiazine). The yield is 66.2%. As a reaction SMILES: [NH:1]1[CH2:6][CH2:5][S:4][CH2:3][C:2]1=O.F[B-](F)(F)F.C([O+](CC)CC)C.C([O-])([O-])=O.[K+].[K+].Br.Br[CH2:28][CH2:29][NH2:30]>C(O)C.C(Cl)Cl>[N:30]1[CH2:29][CH2:28][N:1]2[CH2:6][CH2:5][S:4][CH2:3][C:2]=12 |f:1.2,3.4.5,6.7|. Procedure details: A solution of 23.4 g. (0.20 moles) of 3-thiomorpholinone in 150 ml. dry CH2Cl2 is added dropwise with stirring to a solution of 44 grams of triethyloxonium fluoroborate in 100 ml. of CH2Cl2 maintained at 0°-5°C. Stirring is continued for six hours as temperature is allowed to come to 25°C; K2CO3 (46 g.) is added and the methylene chloride solution is decanted and the residue of K2CO3 is washed with CH2Cl2. The combined organic solutions are dried over anhydrous K2CO3, filtered and solvent evapor... Starting materials: CN(CCNC(=O)N1CCN(CC1)C1=CC=C(C=C1)F)C (N-[2-(Dimethylamino)ethyl]-4-(4-fluorophenyl)-1-piperazinecarboxamide), Cl (hydrogen chloride), C(=O)(N1C=NC=C1)N1C=NC=C1 (1,1'-carbonyldiimidazole), CN(C)CCN (unsym-dimethylethylenediamine), COC=1C=C(C=CC1OC)N1CCNCC1 (1-(3,4-dimethoxyphenyl)piperazine). Run in O1CCCC1 (tetrahydrofuran). Yields the product Cl.COC=1C=C(C=CC1OC)N1CCN(CC1)C(=O)NCCN(C)C (4-(3,4-Dimethoxyphenyl)-N-[2-(dimethylamino)ethyl]-1-piperazinecarboxamide hydrochloride). Reaction SMILES: [CH3:1][N:2]([CH3:21])[CH2:3][CH2:4][NH:5][C:6](N1CCN(C2C=CC(F)=CC=2)CC1)=[O:7].C(N1C=CN=C1)(N1C=CN=C1)=O.CN(CCN)C.[CH3:40][O:41][C:42]1[CH:43]=[C:44]([N:50]2[CH2:55][CH2:54][NH:53][CH2:52][CH2:51]2)[CH:45]=[CH:46][C:47]=1[O:48][CH3:49].[ClH:56]>O1CCCC1>[ClH:56].[CH3:40][O:41][C:42]1[CH:43]=[C:44]([N:50]2[CH2:51][CH2:52][N:53]([C:6]([NH:5][CH2:4][CH2:3][N:2]([CH3:21])[CH3:1])=[O:7])[CH2:54][CH2:55]2)[CH:45]=[CH:46][C:47]=1[O:48][CH3:49] |f:6.7|. Procedure: This compound was prepared according to the procedure used to synthesize the compound of Example 11. A mixture of 1.6 g (0.01 mole) of 1,1'-carbonyldiimidazole, 0.87 g (0.01 mole) of unsym-dimethylethylenediamine, and 2.2 g (0.01 mole) of 1-(3,4-dimethoxyphenyl)piperazine in a total volume of 50 ml of tetrahydrofuran gave an oil as residue. The hydrochloride was formed in ethereal hydrogen chloride and the collected solid was recrystallized twice from methanolethyl ether to yield 2.3 g (57%) of ... Reactants: N(NC(=O)OC1CC(N(C(C1)(C)C)OC1CCCCC1)(C)C)C(=O)OC1CC(N(C(C1)(C)C)OC1CCCCC1)(C)C (bis(1-cyclohexyloxy-2,2,6,6-tetramethylpiperidin-4-yl) hydrazine-1,2-dicarboxylate), C(C)(=O)O.C(C)(=O)O.IC1=CC=CC=C1 (iodobenzene diacetate). The product is N(=NC(=O)OC1CC(N(C(C1)(C)C)OC1CCCCC1)(C)C)C(=O)OC1CC(N(C(C1)(C)C)OC1CCCCC1)(C)C (Bis(1-cyclohexyloxy-2,2,6,6-tetramethylpiperidin-4-yl) Azodicarboxylate). Yield: 84.7%. Reaction SMILES: [NH:1]([C:23]([O:25][CH:26]1[CH2:31][C:30]([CH3:33])([CH3:32])[N:29]([O:34][CH:35]2[CH2:40][CH2:39][CH2:38][CH2:37][CH2:36]2)[C:28]([CH3:42])([CH3:41])[CH2:27]1)=[O:24])[NH:2][C:3]([O:5][CH:6]1[CH2:11][C:10]([CH3:13])([CH3:12])[N:9]([O:14][CH:15]2[CH2:20][CH2:19][CH2:18][CH2:17][CH2:16]2)[C:8]([CH3:22])([CH3:21])[CH2:7]1)=[O:4].C(O)(=O)C.C(O)(=O)C.IC1C=CC=CC=1>>[N:2]([C:3]([O:5][CH:6]1[CH2:7][C:8]([CH3:22])([CH3:21])[N:9]([O:14][CH:15]2[CH2:20][CH2:19][CH2:18][CH2:17][CH2:16]2)[C:10]([CH3:13])([CH3:12])[CH2:11]1)=[O:4])=[N:1][C:23]([O:25][CH:26]1[CH2:27][C:28]([CH3:41])([CH3:42])[N:29]([O:34][CH:35]2[CH2:36][CH2:37][CH2:38][CH2:39][CH2:40]2)[C:30]([CH3:32])([CH3:33])[CH2:31]1)=[O:24] |f:1.2.3|. Procedure: The procedure of Example 4 is repeated using 12.2 g of bis(1-cyclohexyloxy-2,2,6,6-tetramethylpiperidin-4-yl) hydrazine-1,2-dicarboxylate and 7.2 g of iodobenzene diacetate to afford 10.3 g of the title compound; mp 189°-191 ° C. Starting materials: NC1CCN(CC1)C(=O)OC(C)(C)C (4-Amino-1-t-butoxycarbonylpiperidine), CCN(C(C)C)C(C)C (DIPEA), ClC(=O)OCC1=CC=CC=C1 (benzyl chloroformate). Run in C(Cl)Cl (methylene chloride). Yields the product C(C1=CC=CC=C1)OC(=O)NC1CCN(CC1)C(=O)OC(C)(C)C (4-Benzyloxycarbonylamino-1-t-butoxycarbonylpiperidine). Yield: 96.7%. RXN SMILES: [NH2:1][CH:2]1[CH2:7][CH2:6][N:5]([C:8]([O:10][C:11]([CH3:14])([CH3:13])[CH3:12])=[O:9])[CH2:4][CH2:3]1.CCN(C(C)C)C(C)C.Cl[C:25]([O:27][CH2:28][C:29]1[CH:34]=[CH:33][CH:32]=[CH:31][CH:30]=1)=[O:26]>C(Cl)Cl>[CH2:28]([O:27][C:25]([NH:1][CH:2]1[CH2:3][CH2:4][N:5]([C:8]([O:10][C:11]([CH3:14])([CH3:13])[CH3:12])=[O:9])[CH2:6][CH2:7]1)=[O:26])[C:29]1[CH:34]=[CH:33][CH:32]=[CH:31][CH:30]=1. Reported procedure: To a solution of 1.2 g (6.0 mmol) 4-amino-1-t-butoxycarbonylpiperidine from Step B in 40 mL of methylene chloride was added 3.15 mL (18 mmol) of DIPEA and 1.03 mL (7.2 mmol) of benzyl chloroformate while cooled in an ice bath. After 0.5 h the reaction was quenched with aqueous sodium carbonate and extracted three times with methylene chloride. The organic layers were each washed with a portion of brine, dried over sodium sulfate, combined and concentrated. The residue was purified by FCC eluting... The yield is 32.8%. Procedure: 11.4 g (0.03 mole) of N,N'-bis-(2,6-diisopropylphenyl) guanidine, 5.7 g (0.033 mole) of α,α-dichloro-m-xylene and 2.1 g (0.015 mole) of anhydrous potassium carbonate were added to 50 ml of xylene. The thus-formed mixture was then refluxed under heating for 10 hours. After the mixture had been allowed to cool, the insoluble substance was removed by filtration. The thus-obtained filtrate was washed with water and then concentrated for the purpose of recovering the solvent and unreacted raw materia... As a reaction SMILES: [CH:1]([C:4]1[CH:9]=[CH:8][CH:7]=[C:6]([CH:10]([CH3:12])[CH3:11])[C:5]=1[NH:13][C:14]([NH:16][C:17]1[C:22]([CH:23]([CH3:25])[CH3:24])=[CH:21][CH:20]=[CH:19][C:18]=1[CH:26]([CH3:28])[CH3:27])=[NH:15])([CH3:3])[CH3:2].[Cl:29][CH:30](Cl)[C:31]1[CH:36]=[CH:35][CH:34]=[C:33]([CH3:37])[CH:32]=1.C(=O)([O-])[O-].[K+].[K+]>C1(C)C(C)=CC=CC=1>[CH:23]([C:22]1[CH:21]=[CH:20][CH:19]=[C:18]([CH:26]([CH3:28])[CH3:27])[C:17]=1[NH:16][C:14]([NH:13][C:5]1[C:4]([CH:1]([CH3:3])[CH3:2])=[CH:9][CH:8]=[CH:7][C:6]=1[CH:10]([CH3:12])[CH3:11])=[N:15][CH2:37][C:33]1[CH:34]=[CH:35][CH:36]=[C:31]([CH2:30][Cl:29])[CH:32]=1)([CH3:25])[CH3:24] |f:2.3.4|. Solvent: C=1(C(=CC=CC1)C)C (xylene). Starting materials: C(C)(C)C1=C(C(=CC=C1)C(C)C)NC(=N)NC1=C(C=CC=C1C(C)C)C(C)C (N,N'-bis-(2,6-diisopropylphenyl) guanidine), ClC(C1=CC(=CC=C1)C)Cl (α,α-dichloro-m-xylene), C([O-])([O-])=O.[K+].[K+] (potassium carbonate). Product: C(C)(C)C1=C(C(=CC=C1)C(C)C)NC(=NCC1=CC(=CC=C1)CCl)NC1=C(C=CC=C1C(C)C)C(C)C (N,N'-bis-(2,6-diisopropylphenyl)-N"-(3-chloromethylphenyl) methylguanidine). Starting materials: FC(C1=C(C(=C(C(=N1)C(F)(F)F)C(=O)OCC)C)SC)F (6-(Difluoromethyl)-4-methyl-5-methylthio-2-(trifluoromethyl)-3-pyridinecarboxylic acid, ethyl ester), C1=CC(=CC(=C1)Cl)C(=O)OO (MCPBA), mixture, C1=CC(=CC(=C1)Cl)C(=O)O (MCBA). Product: FC(C1=C(C(=C(C(=N1)C(F)(F)F)C(=O)OCC)C)S(=O)C)F (6-(Difluoromethyl)-5-methylsulfinyl-4-methyl-2-(trifluoromethyl)-3-pyridinecarboxylic acid, ethyl ester). Reaction SMILES: [F:1][CH:2]([F:21])[C:3]1[N:8]=[C:7]([C:9]([F:12])([F:11])[F:10])[C:6]([C:13]([O:15][CH2:16][CH3:17])=[O:14])=[C:5]([CH3:18])[C:4]=1[S:19][CH3:20].C1C=C(Cl)C=C(C(OO)=[O:30])C=1.C1C=C(Cl)C=C(C(O)=O)C=1>>[F:21][CH:2]([F:1])[C:3]1[N:8]=[C:7]([C:9]([F:12])([F:10])[F:11])[C:6]([C:13]([O:15][CH2:16][CH3:17])=[O:14])=[C:5]([CH3:18])[C:4]=1[S:19]([CH3:20])=[O:30]. Procedure details: Prepared from product of Example 1 (5.75 g, 17.5 mmol) and MCPBA (3.4 g of an 85% mixture with MCBA; 17.5 mmol) as described above. Recrystallization (ether) afforded the product as a white solid (5.23 g). Starting materials: [Br-], [Br-], [Br-], Br, CC(=O)c1cccnc1, CC(=O)O, c1cc[nH+]cc1, c1cc[nH+]cc1, c1cc[nH+]cc1. Yields the product O=C(CBr)c1cccnc1. Reaction SMILES: [Br-:11].[Br-:12].[Br-:13].[BrH:10].[C:1]([CH3:2])(=[O:3])[c:4]1[cH:5][n:6][cH:7][cH:8][cH:9]1.[CH3:32][C:33](=[O:34])[OH:35].[nH+:14]1[cH:15][cH:16][cH:17][cH:18][cH:19]1.[nH+:20]1[cH:21][cH:22][cH:23][cH:24][cH:25]1.[nH+:26]1[cH:27][cH:28][cH:29][cH:30][cH:31]1>>[C:1]([CH2:2][Br:10])(=[O:3])[c:4]1[cH:5][n:6][cH:7][cH:8][cH:9]1. Reactants: O=C([O-])[O-], Cc1ccccc1, COC(=O)c1cc(-c2ccc(F)cc2)c(-c2ccc(Cl)cc2Cl)nc1Cl, [Cs+], [Cs+], Oc1ccc(F)c(F)c1. Yields the product COC(=O)c1cc(-c2ccc(F)cc2)c(-c2ccc(Cl)cc2Cl)nc1Oc1ccc(F)c(F)c1. RXN SMILES: [C:36](=[O:37])([O-:38])[O-:39].[CH3:42][c:43]1[cH:44][cH:45][cH:46][cH:47][cH:48]1.[Cl:1][c:2]1[c:3]([C:4](=[O:5])[O:6][CH3:7])[cH:8][c:9](-[c:20]2[cH:21][cH:22][c:23]([F:26])[cH:24][cH:25]2)[c:10](-[c:12]2[c:13]([Cl:19])[cH:14][c:15]([Cl:18])[cH:16][cH:17]2)[n:11]1.[Cs+:40].[Cs+:41].[F:27][c:28]1[cH:29][c:30]([OH:35])[cH:31][cH:32][c:33]1[F:34]>>[c:2]1([O:35][c:30]2[cH:29][c:28]([F:27])[c:33]([F:34])[cH:32][cH:31]2)[c:3]([C:4](=[O:5])[O:6][CH3:7])[cH:8][c:9](-[c:20]2[cH:21][cH:22][c:23]([F:26])[cH:24][cH:25]2)[c:10](-[c:12]2[c:13]([Cl:19])[cH:14][c:15]([Cl:18])[cH:16][cH:17]2)[n:11]1.